Dataset: the Open Reaction Database (ORD), a public repository of structured organic reaction records. Task: describe an organic reaction: reactants, conditions, products, and yield The reactants are [Cl-].[NH4+] (ammonium chloride), BrC=1C=C(C=O)C=CC1 (3-bromobenzaldehyde), C(C)(=O)O[BH-](OC(C)=O)OC(C)=O.[Na+] (sodium triacetoxyborohydride), CC1(OB(OC1(C)C)C1=CC=C(N)C=C1)C (4-(4,4,5,5-tetramethyl-1,3,2-dioxaborolan-2-yl)aniline), BrC=1C=C(C=O)C=CC1 (3-bromobenzaldehyde), C(C)(=O)O[BH-](OC(C)=O)OC(C)=O.[Na+] (sodium triacetoxyborohydride). Run in CO (methanol), resultant solution. The product is BrC=1C=C(C=CC1)CNC1=CC=C(C=C1)B1OC(C(O1)(C)C)(C)C (N-[(3-bromophenyl)Methyl]-4-(4,4,5,5-tetramethyl-1,3,2-dioxaborolan-2-yl)Aniline). The yield is 37.8%. As a reaction SMILES: [CH3:1][C:2]1([CH3:16])[C:6]([CH3:8])([CH3:7])[O:5][B:4]([C:9]2[CH:15]=[CH:14][C:12]([NH2:13])=[CH:11][CH:10]=2)[O:3]1.[Br:17][C:18]1[CH:19]=[C:20]([CH:23]=[CH:24][CH:25]=1)[CH:21]=O.C(O[BH-](OC(=O)C)OC(=O)C)(=O)C.[Na+].[Cl-].[NH4+]>CO>[Br:17][C:18]1[CH:19]=[C:20]([CH2:21][NH:13][C:12]2[CH:14]=[CH:15][C:9]([B:4]3[O:3][C:2]([CH3:16])([CH3:1])[C:6]([CH3:7])([CH3:8])[O:5]3)=[CH:10][CH:11]=2)[CH:23]=[CH:24][CH:25]=1 |f:2.3,4.5|. Procedure details: 4-(4,4,5,5-tetramethyl-1,3,2-dioxaborolan-2-yl)aniline (1.0 g) and 3-bromobenzaldehyde (0.93 g) were dissolved in methanol (15 mL) and to the resultant solution, sodium triacetoxyborohydride (1.2 g) was added, followed by stirring the resultant reaction mixture at room temperature for 2 hours. To the reaction mixture, 3-bromobenzaldehyde (0.17 g) and sodium triacetoxyborohydride (0.6 g) were further added, and the reaction mixture was stirred further for 1.5 hours. To the resultant reaction mixt... The reactants are NC1=CC=C(C(=O)N(C2=C(C=CC=C2)C(F)(F)F)CCN2CCC(CC2)C(C2=CC=C(C=C2)F)=O)C=C1 (4-amino-N-{2-[4-(4-fluorobenzoyl)piperidino]ethyl}-N-(2-trifluoromethylphenyl)benzamide), C(C)(=O)OC(C)=O (acetic anhydride). Yields the product C(C)(=O)NC1=CC=C(C(=O)N(C2=C(C=CC=C2)C(F)(F)F)CCN2CCC(CC2)C(C2=CC=C(C=C2)F)=O)C=C1 (4-Acetylamino-N-{2-[4-(4-fluorobenzoyl)piperidino]ethyl}-N-(2-trifluoromethylphenyl)benzamide). RXN SMILES: [NH2:1][C:2]1[CH:37]=[CH:36][C:5]([C:6]([N:8]([CH2:19][CH2:20][N:21]2[CH2:26][CH2:25][CH:24]([C:27](=[O:35])[C:28]3[CH:33]=[CH:32][C:31]([F:34])=[CH:30][CH:29]=3)[CH2:23][CH2:22]2)[C:9]2[CH:14]=[CH:13][CH:12]=[CH:11][C:10]=2[C:15]([F:18])([F:17])[F:16])=[O:7])=[CH:4][CH:3]=1.[C:38](OC(=O)C)(=[O:40])[CH3:39]>>[C:38]([NH:1][C:2]1[CH:3]=[CH:4][C:5]([C:6]([N:8]([CH2:19][CH2:20][N:21]2[CH2:22][CH2:23][CH:24]([C:27](=[O:35])[C:28]3[CH:29]=[CH:30][C:31]([F:34])=[CH:32][CH:33]=3)[CH2:25][CH2:26]2)[C:9]2[CH:14]=[CH:13][CH:12]=[CH:11][C:10]=2[C:15]([F:16])([F:17])[F:18])=[O:7])=[CH:36][CH:37]=1)(=[O:40])[CH3:39]. Procedure: Using 4-amino-N-{2-[4-(4-fluorobenzoyl)piperidino]ethyl}-N-(2-trifluoromethylphenyl)benzamide (243.0 mg, 0.474 mmol) and acetic anhydride (0.13 ml, 1.40 mmol), the procedure of Inventive Example 94 was repeated to obtain 265.0 mg quantitative) of the title compound in a colorless amorphous form. Reactants: ClC=1C=CC(=C(C1)O)C1=NC2=C(N1CC1CCCCC1)C=C(C(=C2)F)F (5-chloro-2-(1-cyclohexylmethyl-5,6-difluoro-1H-benzoimidazol-2-yl)-phenol), BrCC=1C=C(C#N)C=CC1 (3-bromomethyl-benzonitrile), brown sticky solid. Product: ClC=1C=CC(=C(OCC=2C=C(C#N)C=CC2)C1)C1=NC2=C(N1CC1CCCCC1)C=C(C(=C2)F)F (3-[5-Chloro-2-(1-cyclohexylmethyl-5,6-difluoro-1H-benzoimidazol-2-yl)-phenoxymethyl]-benzonitrile). Reaction SMILES: [Cl:1][C:2]1[CH:3]=[CH:4][C:5]([C:9]2[N:13]([CH2:14][CH:15]3[CH2:20][CH2:19][CH2:18][CH2:17][CH2:16]3)[C:12]3[CH:21]=[C:22]([F:26])[C:23]([F:25])=[CH:24][C:11]=3[N:10]=2)=[C:6]([OH:8])[CH:7]=1.Br[CH2:28][C:29]1[CH:30]=[C:31]([CH:34]=[CH:35][CH:36]=1)[C:32]#[N:33]>>[Cl:1][C:2]1[CH:3]=[CH:4][C:5]([C:9]2[N:13]([CH2:14][CH:15]3[CH2:16][CH2:17][CH2:18][CH2:19][CH2:20]3)[C:12]3[CH:21]=[C:22]([F:26])[C:23]([F:25])=[CH:24][C:11]=3[N:10]=2)=[C:6]([CH:7]=1)[O:8][CH2:28][C:29]1[CH:30]=[C:31]([CH:34]=[CH:35][CH:36]=1)[C:32]#[N:33]. Reported procedure: The title compound was prepared in analogy to Example 5, intermediate a, from 5-chloro-2-(1-cyclohexylmethyl-5,6-difluoro-1H-benzoimidazol-2-yl)-phenol (Example 19, intermediate a) and 3-bromomethyl-benzonitrile (CAS Reg. No. 28188-41-2). Light brown sticky solid (76%). MS (Turbo Spray): m/z=492.2 (M+H). The reactants are BrC1=CC2=C(C=C1)C1=C(N=CN=C1Cl)S2 (7-Bromo-4-chloro[1]benzothieno[2,3-d]pyrimidine), ClC=1C=C(C=CC1OCC1=CC(=CC=C1)F)N (3-chloro-4-(3-fluoro-benzyloxy)-phenylamine), Cl (HCl). The solvent is O1CCOCC1 (dioxane), CC(C)O (IPA). Yields the product BrC1=CC2=C(C=C1)C1=C(N=CN=C1NC1=CC(=C(C=C1)OCC1=CC(=CC=C1)F)Cl)S2 (7-bromo-N-{3-chloro-4-[(3-fluorobenzyl)oxy]phenyl}[1]benzothieno[2,3-d]pyrimidin-4-amine). Isolated yield 85.8%. RXN SMILES: [Br:1][C:2]1[CH:7]=[CH:6][C:5]2[C:8]3[C:13](Cl)=[N:12][CH:11]=[N:10][C:9]=3[S:15][C:4]=2[CH:3]=1.[Cl:16][C:17]1[CH:18]=[C:19]([NH2:32])[CH:20]=[CH:21][C:22]=1[O:23][CH2:24][C:25]1[CH:30]=[CH:29][CH:28]=[C:27]([F:31])[CH:26]=1.Cl>O1CCOCC1.CC(O)C>[Br:1][C:2]1[CH:7]=[CH:6][C:5]2[C:8]3[C:13]([NH:32][C:19]4[CH:20]=[CH:21][C:22]([O:23][CH2:24][C:25]5[CH:30]=[CH:29][CH:28]=[C:27]([F:31])[CH:26]=5)=[C:17]([Cl:16])[CH:18]=4)=[N:12][CH:11]=[N:10][C:9]=3[S:15][C:4]=2[CH:3]=1. Reported procedure: 7-Bromo-4-chloro[1]benzothieno[2,3-d]pyrimidine (7.00 g, 23.4 mmol), 3-chloro-4-(3-fluoro-benzyloxy)-phenylamine (5.88 g, 23.4 mmol), and HCl in dioxane (1 mL, 4.0 M) were heated to reflux in IPA (140 mL) for 3 days. The suspension was filtered to collect a light tan solid. The solid was re-suspended in EtOAc (350 mL) and treated with satd NaHCO3 (350 mL) to generate two clear phases. The organic phase was washed with water (350 mL), collected, dried with sodium sulfate, filtered, concentrated o...